Task: describe an organic reaction: reactants, conditions, products, and yield. Dataset: the Open Reaction Database (ORD), a public repository of structured organic reaction records Starting materials: COC(=O)C1CN(S(C)(=O)=O)C2CCN(C(=O)C(NC(=O)OC(C)(C)C)C3CCCCC3)C12, CO, [Na+], [OH-]. Yields the product CC(C)(C)OC(=O)NC(C(=O)N1CCC2C1C(C(=O)O)CN2S(C)(=O)=O)C1CCCCC1. RXN SMILES: [CH3:1][O:2][C:3](=[O:4])[CH:5]1[CH:6]2[CH:7]([N:8]([S:10](=[O:11])(=[O:12])[CH3:13])[CH2:9]1)[CH2:14][CH2:15][N:16]2[C:17]([CH:18]([CH:19]1[CH2:20][CH2:21][CH2:22][CH2:23][CH2:24]1)[NH:25][C:26](=[O:27])[O:28][C:29]([CH3:30])([CH3:31])[CH3:32])=[O:33].[CH3:36][OH:37].[Na+:35].[OH-:34]>>[O:2]=[C:3]([OH:4])[CH:5]1[CH:6]2[CH:7]([N:8]([S:10](=[O:11])(=[O:12])[CH3:13])[CH2:9]1)[CH2:14][CH2:15][N:16]2[C:17]([CH:18]([CH:19]1[CH2:20][CH2:21][CH2:22][CH2:23][CH2:24]1)[NH:25][C:26](=[O:27])[O:28][C:29]([CH3:30])([CH3:31])[CH3:32])=[O:33]. Starting materials: CC1(C=2C=CC(=CC2C(CC1)(C)C)C1(COC2=C1C=C(C=C2)C(=O)OC)C)C (methyl 3-(5,6,7,8-tetrahydro-5,5,8,8-tetramethyl-2-naphthyl)-(3-methyl)-2,3-dihydrobenzofuran-5-carboxylate), [OH-].[Na+] (sodium hydroxide), [OH-].[Li+] (lithium hydroxide). Conditions: time 5 day. The product is CC1(C=2C=CC(=CC2C(CC1)(C)C)C1(COC2=C1C=C(C=C2)C(=O)O)C)C (3-(5,6,7,8-tetrahydro-5,5,8,8-tetramethyl-2-naphthyl)-3-methyl-2,3-dihydrobenzofuran-5-carboxylic acid). RXN SMILES: [CH3:1][C:2]1([CH3:28])[CH2:11][CH2:10][C:9]([CH3:13])([CH3:12])[C:8]2[CH:7]=[C:6]([C:14]3([CH3:27])[C:18]4[CH:19]=[C:20]([C:23]([O:25]C)=[O:24])[CH:21]=[CH:22][C:17]=4[O:16][CH2:15]3)[CH:5]=[CH:4][C:3]1=2.[OH-].[Na+].[OH-].[Li+]>>[CH3:1][C:2]1([CH3:28])[CH2:11][CH2:10][C:9]([CH3:12])([CH3:13])[C:8]2[CH:7]=[C:6]([C:14]3([CH3:27])[C:18]4[CH:19]=[C:20]([C:23]([OH:25])=[O:24])[CH:21]=[CH:22][C:17]=4[O:16][CH2:15]3)[CH:5]=[CH:4][C:3]1=2 |f:1.2,3.4|. Procedure: A mixture of methyl 3-(5,6,7,8-tetrahydro-5,5,8,8-tetramethyl-2-naphthyl)-(3-methyl)-2,3-dihydrobenzofuran-5-carboxylate (510 mg, 135 mmol), sodium hydroxide (0.33 g, 7.9 mmol), and lithium hydroxide (0.33 g, 7.9 mmol) is stirred 5 days at ambient temperature. It is concentrated in vacuo at 40° C. in a rotary evaporator. 10 ml of water and 10 ml of ethyl acetate are added again. The mixture is acidified to pH 1 with a concentrated hydrochloric acid solution. After separation, the organic phase i...